From a dataset of the Open Reaction Database (ORD), a public repository of structured organic reaction records. describe an organic reaction: reactants, conditions, products, and yield The reactants are NC=1C(NC=CC1C(F)(F)F)=O (3-amino-4-trifluoromethyl-2-pyridinone), FC(C(CC(C)=O)=O)(F)F (trifluoro-2,4-pentanedione), [N+](=O)([O-])CC(=O)N (nitroacetamide). Run in C(C)NCC (diethylamine). The product is OC1=NC(=CC(=C1[N+](=O)[O-])C(F)(F)F)C (2-hydroxy-6-methyl-3-nitro-4-trifluoromethylpyridine). RXN SMILES: NC1C(=O)NC=CC=1C(F)(F)F.[F:13][C:14]([F:22])([F:21])[C:15](=O)[CH2:16][C:17](=O)[CH3:18].[N+:23]([CH2:26][C:27]([NH2:29])=[O:28])([O-:25])=[O:24]>C(NCC)C>[OH:28][C:27]1[C:26]([N+:23]([O-:25])=[O:24])=[C:15]([C:14]([F:22])([F:21])[F:13])[CH:16]=[C:17]([CH3:18])[N:29]=1. Procedure details: A method for preparing compounds which are derivatives of 3-amino-4-trifluoromethyl-2-pyridinone is illustrated in Scheme 3. In Step A, 1,1,1, trifluoro-2,4-pentanedione is condensed with nitroacetamide in ethanolic diethylamine to give 2-hydroxy-6-methyl-3-nitro-4-trifluoromethylpyridine. This is alkylated in Step B with an acetate equivalent such as t-butyl bromoacetate in THF using sodium hydride as a base and the nitro group is reduced in Step C by hydrogenation using a catalyst such as pall... Starting materials: C(C1=CC=CC=C1)[C@@H]1N(C(OC1)=O)C([C@H](CC1=CC=C(C2=CC=CC=C12)OCCC=1N=C(OC1C)C1=CC=C(C=C1)C(F)(F)F)OC)=O ((S)-4-benzyl-3-[(S)-2-methoxy-3-(4-{2-[5-methyl-2-(4-trifluoromethyl-phenyl)-oxazol-4-yl]-ethoxy}-naphthalen-1-yl)-propionyl]-oxazolidin-2-one), [OH-].[Na+] (NaOH), C1CCOC1 (THF). Yields the product CO[C@H](C(=O)O)CC1=CC=C(C2=CC=CC=C12)OCCC=1N=C(OC1C)C1=CC=C(C=C1)C(F)(F)F ((S)-2-Methoxy-3-(4-{2-[5-methyl-2-(4-trifluoromethyl-phenyl)-oxazol-4-yl]-ethoxy}-naphthalen-1-yl)-propionic acid). Reaction SMILES: C([C@H]1COC(=O)N1C(=O)[C@@H:15]([O:46][CH3:47])[CH2:16][C:17]1[C:26]2[C:21](=[CH:22][CH:23]=[CH:24][CH:25]=2)[C:20]([O:27][CH2:28][CH2:29][C:30]2[N:31]=[C:32]([C:36]3[CH:41]=[CH:40][C:39]([C:42]([F:45])([F:44])[F:43])=[CH:38][CH:37]=3)[O:33][C:34]=2[CH3:35])=[CH:19][CH:18]=1)C1C=CC=CC=1.[OH-:49].[Na+].C1[CH2:55][O:54]CC1>>[CH3:47][O:46][C@@H:15]([CH2:16][C:17]1[C:26]2[C:21](=[CH:22][CH:23]=[CH:24][CH:25]=2)[C:20]([O:27][CH2:28][CH2:29][C:30]2[N:31]=[C:32]([C:36]3[CH:37]=[CH:38][C:39]([C:42]([F:44])([F:45])[F:43])=[CH:40][CH:41]=3)[O:33][C:34]=2[CH3:35])=[CH:19][CH:18]=1)[C:55]([OH:54])=[O:49] |f:1.2|. Reported procedure: 0.698 g of the above prepared (S)-4-benzyl-3-[(S)-2-methoxy-3-(4-{2-[5-methyl-2-(4-trifluoromethyl-phenyl)-oxazol-4-yl]-ethoxy}-naphthalen-1-yl)-propionyl]-oxazolidin-2-one (1.03 mmol) was dissolved in 7.5 ml of THF and treated with 2.57 ml of 1N NaOH (2.5 eq.). The reaction mixture was kept at 0° and progress of the hydrolysis followed by TLC. After 1 h the reaction mixture was poured onto crashed ice and extracted with ether to remove the chiral auxiliary. The aqueous layer was then acidified ... The reactants are FC=1C=C2C(C(=CN3C2=C(C1N1CCN(CC1)C)OCC3C)C(=O)OC[C@H]3OC(OC3)(C)C)=O ((S)-(2,2-dimethyl-1,3-dioxolan-4-yl)methyl 9-fluoro-3-methyl-10-(4-methylpiperazin-1-yl)-7-oxo-3,7-dihydro-2H-[1,4]oxazino[2,3,4-ij]quinoline-6-carboxylate). Run in C(C)(=O)O (acetic acid). Run at temperature 75 celsius. Yields the product FC=1C=C2C(C(=CN3C2=C(C1N1CCN(CC1)C)OCC3C)C(=O)OC[C@H](CO)O)=O ((S)-2,3-dihydroxypropyl 9-fluoro-3-methyl-10-(-4-methylpiperazin-1-yl)-7-oxo-3,7-dihydro-2H-[1,4]oxazino[2,3,4-ij]quinoline-6-carboxylate). The yield is 84.0%. RXN SMILES: [F:1][C:2]1[CH:3]=[C:4]2[C:9]3=[C:10]([O:19][CH2:20][CH:21]([CH3:22])[N:8]3[CH:7]=[C:6]([C:23]([O:25][CH2:26][C@@H:27]3[CH2:31][O:30]C(C)(C)[O:28]3)=[O:24])[C:5]2=[O:34])[C:11]=1[N:12]1[CH2:17][CH2:16][N:15]([CH3:18])[CH2:14][CH2:13]1>C(O)(=O)C>[F:1][C:2]1[CH:3]=[C:4]2[C:9]3=[C:10]([O:19][CH2:20][CH:21]([CH3:22])[N:8]3[CH:7]=[C:6]([C:23]([O:25][CH2:26][C@@H:27]([OH:28])[CH2:31][OH:30])=[O:24])[C:5]2=[O:34])[C:11]=1[N:12]1[CH2:13][CH2:14][N:15]([CH3:18])[CH2:16][CH2:17]1. Reported procedure: (S)-(2,2-dimethyl-1,3-dioxolan-4-yl)methyl 9-fluoro-3-methyl-10-(4-methylpiperazin-1-yl)-7-oxo-3,7-dihydro-2H-[1,4]oxazino[2,3,4-ij]quinoline-6-carboxylate (5.67 g, 10.8 mmol) was dissolved in 80% aqueous acetic acid (45 mL). The reaction mixture was heated at 75° C. for 8 hrs. The solvent was removed under reduced pressure. Toluene was added to the residue and the solvent again removed under reduced pressure. The product was purified by column chromatography (10%, followed by 20%, 30%, and 75% ... Reactants: C(C1=CC=CC=C1)OC1=C(C=C(C=O)C=C1)F (4-benzyloxy-3-fluorobenzaldehyde), C(=C)C(CO)CCC (2-vinylpentan-1-ol), C(C)O (ethanol), [Bi](Br)(Br)Br (bismuth(III) bromide). Run in ClCCl (dichloromethane), ClCCCC (chlorobutane). Conditions: time 19 hour. Yields the product C(C1=CC=CC=C1)OC1=C(C=C(C=C1)C1OCC(C(C1)Br)CCC)F (2-(4-benzyloxy-3-fluorophenyl)-4-bromo-5-propyltetrahydropyran). RXN SMILES: [CH2:1]([O:8][C:9]1[CH:16]=[CH:15][C:12]([CH:13]=[O:14])=[CH:11][C:10]=1[F:17])[C:2]1[CH:7]=[CH:6][CH:5]=[CH:4][CH:3]=1.[CH:18]([CH:20]([CH2:23][CH2:24][CH3:25])[CH2:21]O)=[CH2:19].[Bi](Br)(Br)[Br:27].C(O)C>ClCCl.ClCCCC>[CH2:1]([O:8][C:9]1[CH:16]=[CH:15][C:12]([CH:13]2[CH2:19][CH:18]([Br:27])[CH:20]([CH2:23][CH2:24][CH3:25])[CH2:21][O:14]2)=[CH:11][C:10]=1[F:17])[C:2]1[CH:3]=[CH:4][CH:5]=[CH:6][CH:7]=1. Procedure: 188.0 g (0.79 mol) of 4-benzyloxy-3-fluorobenzaldehyde are initially introduced in 1000 ml of dichloromethane at 0° C. together with 90.0 g (0.79 mol) of 2-vinylpentan-1-ol. 176.0 g (0.39 mol) of bismuth(III) bromide are added in portions, and the mixture is stirred at room temperature for 19 h. Insoluble constituents are separated off, and the mixture is filtered absorptively (SiO2, CH2Cl2). The filtrate is concentrated to dryness, and the residue is purified by column chromatography (SiO2, n-h... The reactants are CC(=O)O[BH-](OC(C)=O)OC(C)=O, ClCCl, Nc1ccccc1-c1ccccc1[N+](=O)[O-], [Na+], [Na+], [OH-], O=C1CCN(Cc2ccccc2)CC1. The product is O=[N+]([O-])c1ccccc1-c1ccccc1NC1CCN(Cc2ccccc2)CC1. Reaction SMILES: [C:31]([O:32][BH-:33]([O:34][C:35](=[O:36])[CH3:37])[O:38][C:39](=[O:40])[CH3:41])(=[O:42])[CH3:43].[Cl:47][CH2:48][Cl:49].[NH2:1][c:2]1[c:3](-[c:8]2[c:9]([N+:14](=[O:15])[O-:16])[cH:10][cH:11][cH:12][cH:13]2)[cH:4][cH:5][cH:6][cH:7]1.[Na+:44].[Na+:46].[OH-:45].[c:17]1([CH2:23][N:24]2[CH2:25][CH2:26][C:27](=[O:30])[CH2:28][CH2:29]2)[cH:18][cH:19][cH:20][cH:21][cH:22]1>>[NH:1]([c:2]1[c:3](-[c:8]2[c:9]([N+:14](=[O:15])[O-:16])[cH:10][cH:11][cH:12][cH:13]2)[cH:4][cH:5][cH:6][cH:7]1)[CH:27]1[CH2:26][CH2:25][N:24]([CH2:23][c:17]2[cH:18][cH:19][cH:20][cH:21][cH:22]2)[CH2:29][CH2:28]1. The reactants are N[C@@H](CO)CCC1=CC=CC=C1 ((R)-2-amino-4-phenylbutan-1-ol), C(C)(C)(C)OC(N([C@@H](CO)CCC1=CC=CC=C1)CCC(NOCC1=CC=CC=C1)=O)=O ((2-benzyloxycarbamoyl-ethyl)-((R)-2-hydroxy-1-phenethyl-ethyl)-carbamic acid tert-butyl ester), C(C)(C)(C)OC(=O)N1[C@@H](CN(C(CC1)=O)OCC1=CC=CC=C1)CCC1=CC=CC=C1 ((R)-4-benzyloxy-5-oxo-2-phenethyl-[1,4]diazepane-1-carboxylic acid tert-butyl ester). The product is C(C)(C)(C)OC(=O)N1[C@@H](CNC(CC1)=O)CCC1=CC=CC=C1 ((R)-5-oxo-2-phenethyl-[1,4]diazepane-1-carboxylic acid tert-butyl ester). RXN SMILES: N[C@H](CCC1C=CC=CC=1)CO.[C:13]([O:17][C:18](=[O:44])[N:19]([CH2:31][CH2:32][C:33](=[O:43])[NH:34]OCC1C=CC=CC=1)[C@H:20]([CH2:23][CH2:24][C:25]1[CH:30]=[CH:29][CH:28]=[CH:27][CH:26]=1)[CH2:21]O)([CH3:16])([CH3:15])[CH3:14].C(OC(N1CCC(=O)N(OCC2C=CC=CC=2)C[C@H]1CCC1C=CC=CC=1)=O)(C)(C)C>>[C:13]([O:17][C:18]([N:19]1[CH2:31][CH2:32][C:33](=[O:43])[NH:34][CH2:21][C@H:20]1[CH2:23][CH2:24][C:25]1[CH:30]=[CH:29][CH:28]=[CH:27][CH:26]=1)=[O:44])([CH3:16])([CH3:15])[CH3:14]. Reported procedure: The title compound, m/e=444.3, was produced in analogy with intermediate 16, steps A to D. Thus, (R)-2-amino-4-phenylbutan-1-ol was elaborated to (2-benzyloxycarbamoyl-ethyl)-((R)-2-hydroxy-1-phenethyl-ethyl)-carbamic acid tert-butyl ester in step A, then cyclized in step B, leading to (R)-4-benzyloxy-5-oxo-2-phenethyl-[1,4]diazepane-1-carboxylic acid tert-butyl ester. Hydrogenation in step C gave (R)-5-oxo-2-phenethyl-[1,4]diazepane-1-carboxylic acid tert-butyl ester, which was alkylated with 1... The reactants are CNC(=O)[C@@H]1CC[C@@H](N1CC1=CC=CC=C1)C(=O)O (Cis-5-(N-methylcarbamyl)-1-benzylpyrrolidine-2-carboxylic acid). Solvent: C(C)(=O)OC(C)=O (acetic anhydride). The product is C(C1=CC=CC=C1)N1C2C(N(C(C1CC2)=O)C)=O (8-benzyl-3-methyl-3,8-diazabicyclo[3.2.1]octane-2,4-dione). Reaction SMILES: [CH3:1][NH:2][C:3]([C@H:5]1[N:9]([CH2:10][C:11]2[CH:16]=[CH:15][CH:14]=[CH:13][CH:12]=2)[C@@H:8]([C:17]([OH:19])=O)[CH2:7][CH2:6]1)=[O:4]>C(OC(=O)C)(=O)C>[CH2:10]([N:9]1[CH:5]2[CH2:6][CH2:7][CH:8]1[C:17](=[O:19])[N:2]([CH3:1])[C:3]2=[O:4])[C:11]1[CH:12]=[CH:13][CH:14]=[CH:15][CH:16]=1. Procedure details: Cis-5-(N-methylcarbamyl)-1-benzylpyrrolidine-2-carboxylic acid (32.3 g, 0.123 mole) and acetic anhydride (160 ml) were heated together at 100°C for 45 minutes after all of the solid had dissolved. Removal of solvent in vacuo left a red-brown oil that was dissolved in a minimum amount of benzene. After removal of 2.0 g of unreacted cis-5-(N-methylcarbamyl)-1-benzylpyrrolidine-2-carboxylic acid by filtration, the solution of desired product was chromatographed on 900 g alumina with benzene elution... Starting materials: [Li]CCCC, CSC, Clc1ccc(N2CCN=C2Cc2ccccc2)c(Cl)c1, [Cu]Br, C1CCOC1, Cc1ccccc1S(=O)(=O)OCCn1ccnc1. Product: Clc1ccc(N2CCN=C2C(CCn2ccnc2)c2ccccc2)c(Cl)c1. Reaction SMILES: [CH2:1]([Li:2])[CH2:3][CH2:4][CH3:5].[CH3:49][S:50][CH3:51].[Cl:6][c:7]1[c:8]([N:14]2[C:15]([CH2:19][c:20]3[cH:21][cH:22][cH:23][cH:24][cH:25]3)=[N:16][CH2:17][CH2:18]2)[cH:9][cH:10][c:11]([Cl:13])[cH:12]1.[Cu:52][Br:53].[O:44]1[CH2:45][CH2:46][CH2:47][CH2:48]1.[n:26]1([CH2:31][CH2:32][O:33][S:34]([c:35]2[c:36]([CH3:37])[cH:38][cH:39][cH:40][cH:41]2)(=[O:42])=[O:43])[cH:27][n:28][cH:29][cH:30]1>>[Cl:6][c:7]1[c:8]([N:14]2[C:15]([CH:19]([c:20]3[cH:21][cH:22][cH:23][cH:24][cH:25]3)[CH2:32][CH2:31][n:26]3[cH:27][n:28][cH:29][cH:30]3)=[N:16][CH2:17][CH2:18]2)[cH:9][cH:10][c:11]([Cl:13])[cH:12]1.